Dataset: the Open Reaction Database (ORD), a public repository of structured organic reaction records. Task: describe an organic reaction: reactants, conditions, products, and yield The reactants are O=C([O-])[O-], Cl, O=N[O-], Cc1ccc(C(=O)NC2CC2)cc1N, [Na+], [Na+], [Na+], O, Cl[Sn]Cl. Yields the product Cc1ccc(C(=O)NC2CC2)cc1NN. Reaction SMILES: [C:22](=[O:23])([O-:24])[O-:25].[ClH:29].[N:15]([O-:16])=[O:17].[NH2:1][c:2]1[cH:3][c:4]([C:5](=[O:6])[NH:7][CH:8]2[CH2:9][CH2:10]2)[cH:11][cH:12][c:13]1[CH3:14].[Na+:18].[Na+:26].[Na+:27].[OH2:28].[Sn:19]([Cl:20])[Cl:21]>>[NH:1]([c:2]1[cH:3][c:4]([C:5](=[O:6])[NH:7][CH:8]2[CH2:9][CH2:10]2)[cH:11][cH:12][c:13]1[CH3:14])[NH2:15]. Reactants: C[Si](CCOCN1C(=NC=C1)CNCC=1N(C=CN1)COCC[Si](C)(C)C)(C)C (N,N-bis[(1-{[2-(trimethylsilyl)ethoxy]methyl}-1H-imidazol-2-yl)methyl]amine), C(=O)C1=CC=C(C(=O)O)C=C1 (4-formylbenzoic acid). Product: C(=O)C1=CC=C(C(=O)N(CC=2N(C=CN2)COCC[Si](C)(C)C)CC=2N(C=CN2)COCC[Si](C)(C)C)C=C1 (4-formyl-N,N-bis[(1-{[2-(trimethylsilyl)ethoxy]methyl}-1H-imidazol-2-yl)methyl]benzamide). Reaction SMILES: [CH3:1][Si:2]([CH3:29])([CH3:28])[CH2:3][CH2:4][O:5][CH2:6][N:7]1[CH:11]=[CH:10][N:9]=[C:8]1[CH2:12][NH:13][CH2:14][C:15]1[N:16]([CH2:20][O:21][CH2:22][CH2:23][Si:24]([CH3:27])([CH3:26])[CH3:25])[CH:17]=[CH:18][N:19]=1.[CH:30]([C:32]1[CH:40]=[CH:39][C:35]([C:36](O)=[O:37])=[CH:34][CH:33]=1)=[O:31]>>[CH:30]([C:32]1[CH:40]=[CH:39][C:35]([C:36]([N:13]([CH2:14][C:15]2[N:16]([CH2:20][O:21][CH2:22][CH2:23][Si:24]([CH3:27])([CH3:26])[CH3:25])[CH:17]=[CH:18][N:19]=2)[CH2:12][C:8]2[N:7]([CH2:6][O:5][CH2:4][CH2:3][Si:2]([CH3:29])([CH3:28])[CH3:1])[CH:11]=[CH:10][N:9]=2)=[O:37])=[CH:34][CH:33]=1)=[O:31]. Procedure: The same procedure as a series of reactions of Example 17 was carried out, except that the compound 2 was used in place of the compound 16 and 4-formylbenzoic acid was used in place of 1H-imidazole-2-carboxylic acid, to obtain the title compound having the following physical properties. Starting materials: BrC1=C(C=CC=C1)CC(=O)O (2-bromo-phenylacetic acid), C(C)O (ethanol), S(=O)(Cl)Cl (thionylchloride). Product: BrC1=C(C=CC=C1)CC(=O)OCC (Ethyl 2-bromo-phenylacetate). Reaction SMILES: [Br:1][C:2]1[CH:7]=[CH:6][CH:5]=[CH:4][C:3]=1[CH2:8][C:9]([OH:11])=[O:10].S(Cl)(Cl)=O.[CH2:16](O)[CH3:17]>>[Br:1][C:2]1[CH:7]=[CH:6][CH:5]=[CH:4][C:3]=1[CH2:8][C:9]([O:11][CH2:16][CH3:17])=[O:10]. Procedure details: 43.0 g (0.2 mol) of DL-2-bromo-phenylacetic acid are dissolved in 400 ml of ethanol at ambient temperature with stirring. At 5°-10° C. 11.8 g (0.2 mol) of thionylchloride are slowly added dropwise whilst cooling with ice. After 12 hours at ambient temperature the solvent is distilled off and the residue is taken up in ethyl acetate. After extraction with saturated sodium bicarbonate solution and saturated saline solution the product is dried over sodium sulphate and evaporated down. RXN SMILES: [CH:1]([C:4]1[CH:9]=[CH:8][CH:7]=[CH:6][C:5]=1[S:10][C:11]1[CH:16]=[CH:15][C:14](/[CH:17]=[CH:18]/[C:19]([NH:21][CH2:22][CH2:23]CN2CCCC2=O)=[O:20])=[C:13]([Cl:31])[C:12]=1[Cl:32])([CH3:3])[CH3:2].[OH:33][CH2:34][CH2:35][O:36][CH2:37][CH2:38][N:39]1CCN[CH2:41][CH2:40]1>>[CH:1]([C:4]1[CH:9]=[CH:8][CH:7]=[CH:6][C:5]=1[S:10][C:11]1[CH:16]=[CH:15][C:14](/[CH:17]=[CH:18]/[C:19]([N:21]2[CH2:22][CH2:23][N:39]([CH2:38][CH2:37][O:36][CH2:35][CH2:34][OH:33])[CH2:40][CH2:41]2)=[O:20])=[C:13]([Cl:31])[C:12]=1[Cl:32])([CH3:2])[CH3:3]. Product: C(C)(C)C1=C(C=CC=C1)SC1=C(C(=C(C=C1)\C=C\C(=O)N1CCN(CC1)CCOCCO)Cl)Cl ((2-Isopropylphenyl)[2,3-dichloro-4-(E-((4-(2-(2-hydroxyethoxy)ethyl)piperazin-1-yl)carbonyl)ethenyl)phenyl]sulfide). Starting materials: C(C)(C)C1=C(C=CC=C1)SC1=C(C(=C(C=C1)\C=C\C(=O)NCCCN1C(CCC1)=O)Cl)Cl ((2-Isopropylphenyl)[2,3-dichloro-4-(E-((3-(2-oxopyrrolidin-1-yl)propylamino) carbonyl)ethenyl)phenyl]sulfide), OCCOCCN1CCNCC1 (N-[2-(2-hydroxyethoxy)ethyl]piperazine). Reported procedure: The title compound was prepared from the cinnamide acid of Example 331, using the procedures described in Example 340 and substituting methyl isonipecotate with N-[2-(2-hydroxyethoxy)ethyl]piperazine. 1H NMR (300 MHz, DMSO-d6) δ 1.18 (d, 6H), 3.0 (m, 3H), 3.30 (m, 2H), 3.50 (m, 10H), 3.80 (m, 2H), 4.50 (t, 1H), 6.45 (d, 1H), 7.30 (d, 1H), 7.35 (dd, 1H), 7.55 (d, 1H), 7.60 (m, 2H), 7.75 (d, 1H), 7.80 (d, 1H). MS (ESI+) m/z 523 (M+H)+. The reactants are CC(NC(=O)OCc1ccccc1)C(=O)O, CCN=C=NCCCN(C)C, C1CCOC1, CNOC, CCN(C(C)C)C(C)C, Cl, Cl, Cl, On1nnc2ccccc21. Product: CON(C)C(=O)C(C)NC(=O)OCc1ccccc1. Reaction SMILES: [CH2:1]([c:2]1[cH:3][cH:4][cH:5][cH:6][cH:7]1)[O:8][C:9](=[O:10])[NH:11][CH:12]([CH3:13])[C:14](=[O:15])[OH:16].[CH2:42]([N:43]=[C:44]=[N:45][CH2:46][CH2:47][CH2:48][N:49]([CH3:50])[CH3:51])[CH3:52].[CH2:54]1[O:55][CH2:56][CH2:57][CH2:58]1.[CH3:18][NH:19][O:20][CH3:21].[CH:32]([N:33]([CH:34]([CH3:35])[CH3:36])[CH2:37][CH3:38])([CH3:39])[CH3:40].[ClH:17].[ClH:41].[ClH:53].[OH:22][n:23]1[c:24]2[cH:25][cH:26][cH:27][cH:28][c:29]2[n:30][n:31]1>>[CH2:1]([c:2]1[cH:3][cH:4][cH:5][cH:6][cH:7]1)[O:8][C:9](=[O:10])[NH:11][CH:12]([CH3:13])[C:14](=[O:16])[N:19]([CH3:18])[O:20][CH3:21]. The reactants are Cl.C1(=CC=CC=C1)C(ON)C1=CC=CC=C1 (diphenylmethoxyamine hydrochloride), ClCC(=O)Cl (chloroacetyl chloride), C(Br)(Br)Br (CHBr3). As a reaction SMILES: Cl.[C:2]1([CH:8]([C:11]2[CH:16]=[CH:15][CH:14]=[CH:13][CH:12]=2)[O:9][NH2:10])[CH:7]=[CH:6][CH:5]=[CH:4][CH:3]=1.[Cl:17][CH2:18][C:19](Cl)=[O:20].C(Br)(Br)Br>CS(C)=O>[Cl:17][CH2:18][C:19]([NH:10][O:9][CH:8]([C:11]1[CH:16]=[CH:15][CH:14]=[CH:13][CH:12]=1)[C:2]1[CH:3]=[CH:4][CH:5]=[CH:6][CH:7]=1)=[O:20] |f:0.1|. Run in CS(=O)C (DMSO). Yields the product ClCC(=O)NOC(C1=CC=CC=C1)C1=CC=CC=C1 (Diphenylmethyl Chloroacetohydroxamate). Procedure: This compound was prepared from diphenylmethoxyamine hydrochloride and chloroacetyl chloride by the method described in Preparation 1; m.p. 115°-117° νmax (CHBr3) include 3400 (NH), 1692 cm-1 (CO-N), τ(DMSO d6) 0.55 (NH), 2.60 (Ph) 4.01 (CHPh2), 6.02 (CH2). Yield 86%. Yield: 86.0%. The reactants are C(C)(=O)OC=1C=CC=CC2=CNC=CC21 (5-acetyloxycyclohepta[1,2-c]pyridine), C(=O)([O-])[O-].[K+].[K+] (K2CO3). Solvent: Cl (hydrochloric acid). Product: OC=1C=CC=CC2=CNC=CC21 (5-hydroxycyclohepta[1,2-c]pyridine). Reaction SMILES: C([O:4][C:5]1[CH:6]=[CH:7][CH:8]=[CH:9][C:10]2[C:15]=1[CH:14]=[CH:13][NH:12][CH:11]=2)(=O)C.C([O-])([O-])=O.[K+].[K+]>Cl>[OH:4][C:5]1[CH:6]=[CH:7][CH:8]=[CH:9][C:10]2[C:15]=1[CH:14]=[CH:13][NH:12][CH:11]=2 |f:1.2.3|. Procedure: A solution of 5-acetyloxycyclohepta[1,2-c]pyridine in hydrochloric acid (75 ml, ca. 5 N) was heated and stirred at its reflux temperature for 61/2 hrs. The resulting red-colored solution was stirred overnight, then neutralized with solid K2CO3 (pH=8) and the oily precipitate extracted with methylene chloride. The organic phase was separated, washed with brine, and dried (MgSO4). Filtration through celite gave a light yellow filtrate which on concentration gave a gummy brown solid. The solid was ... Reactants: S(O)(O)(=O)=O (sulfuric acid), CC(=O)NC1=CC(=CC=C1)Cl (3-chloroacetanilide). Solvent: ice. Run at temperature 90 celsius. Product: ClC1=C2C(C(NC2=CC=C1)=O)=O (4-chloroisatin). Reaction SMILES: S(=O)(=O)(O)[OH:2].[CH3:6][C:7]([NH:9][C:10]1[CH:15]=[CH:14][CH:13]=[C:12]([Cl:16])[CH:11]=1)=[O:8]>>[Cl:16][C:12]1[CH:13]=[CH:14][CH:15]=[C:10]2[C:11]=1[C:6](=[O:2])[C:7](=[O:8])[NH:9]2. Reported procedure: To 775 ml of concentrated sulfuric acid, preheated to 70° C., was added, with stirring, 136 g of isonitroso-3-chloroacetanilide at such a rate as to maintain the reaction medium at a temperature between 75° and 85° C. When all the solid had been added, the reaction mixture was heated at 90° C. for an additional 30 minutes. The reaction mixture was then cooled, and poured slowly onto ca 2 liters of ice, with stirring. Additional ice was added as necessary to maintain the temperature below room te... The reactants are FC(/C(=C/C(=O)C1=CC=C(C=C1)OC(F)(F)F)/O)(F)F ((Z)-4,4,4-trifluoro-3-hydroxy-1-(4-trifluoromethoxy-phenyl)-but-2-en-1-one), C(C)OC(\C=C(\C)/N)=O (ethyl-3-aminocrotonate). The solvent is C(C)#N (acetonitrile). The product is C(C)OC(C1=C(N=C(C=C1C(F)(F)F)C1=CC=C(C=C1)OC(F)(F)F)C)=O (2-Methyl-6-(4-trifluoromethoxy-phenyl)-4-trifluoromethyl-nicotinic acid ethyl ester). Isolated yield 48.0%. As a reaction SMILES: [F:1][C:2]([F:20])([F:19])/[C:3](/O)=[CH:4]/[C:5]([C:7]1[CH:12]=[CH:11][C:10]([O:13][C:14]([F:17])([F:16])[F:15])=[CH:9][CH:8]=1)=O.[CH2:21]([O:23][C:24](=[O:29])/[CH:25]=[C:26](\[NH2:28])/[CH3:27])[CH3:22]>C(#N)C>[CH2:21]([O:23][C:24](=[O:29])[C:25]1[C:3]([C:2]([F:20])([F:19])[F:1])=[CH:4][C:5]([C:7]2[CH:12]=[CH:11][C:10]([O:13][C:14]([F:17])([F:16])[F:15])=[CH:9][CH:8]=2)=[N:28][C:26]=1[CH3:27])[CH3:22]. Procedure details: To an acetonitrile (35 ml) solution of (Z)-4,4,4-trifluoro-3-hydroxy-1-(4-trifluoromethoxy-phenyl)-but-2-en-1-one (2.9 g, 10 mmol) was added ethyl-3-aminocrotonate (2.5 g, 19 mmol) under an argon atmosphere. The mixture was heated at reflux for 12 h. The solvent was removed under reduced pressure and the residue purified by column chromatography (silica gel, n-heptane/ethyl acetate) to yield 1.9 g (4.8 mmol, 50%) of the title compound as yellow oil. The reactants are CCCCCCOc1ccc(-c2ncc(C#N)c(Cl)n2)cc1, C1COCCO1, [Zn]. The product is CCCCCCOc1ccc(-c2ncc(C#N)cn2)cc1. Reaction SMILES: [Cl:1][c:2]1[n:3][c:4](-[c:10]2[cH:11][cH:12][c:13]([O:16][CH2:17][CH2:18][CH2:19][CH2:20][CH2:21][CH3:22])[cH:14][cH:15]2)[n:5][cH:6][c:7]1[C:8]#[N:9].[O:24]1[CH2:25][CH2:26][O:27][CH2:28][CH2:29]1.[Zn:23]>>[cH:2]1[n:3][c:4](-[c:10]2[cH:11][cH:12][c:13]([O:16][CH2:17][CH2:18][CH2:19][CH2:20][CH2:21][CH3:22])[cH:14][cH:15]2)[n:5][cH:6][c:7]1[C:8]#[N:9].